The task is: describe an organic reaction: reactants, conditions, products, and yield. This data is from the Open Reaction Database (ORD), a public repository of structured organic reaction records. Starting materials: [Li]C(C)(C)C (t-BuLi), BrC1=CC2=CC=CC=C2C=C1 (2-Bromonaphthalene), ClC1=CC=2C(C3=CC=CC=C3C(C2C=C1)=O)=O (2-chloroanthraquinone). Solvent: C1CCOC1 (THF). Reaction conditions: time 5 minute. The product is CC1=CC=C(C=C1)C1=CC2=C(C3=CC=CC=C3C(=C2C=C1)C1=CC2=CC=CC=C2C=C1)C1=CC2=CC=CC=C2C=C1 (2-(4-methylphenyl)-9,10-di-2-naphthalenylanthracene). As a reaction SMILES: Br[C:2]1[CH:11]=[CH:10][C:9]2[C:4](=[CH:5][CH:6]=[CH:7][CH:8]=2)[CH:3]=1.[Li][C:13]([CH3:16])([CH3:15])[CH3:14].Cl[C:18]1[CH:31]=[CH:30][C:29]2[C:28](=O)[C:27]3[C:22](=[CH:23][CH:24]=[CH:25][CH:26]=3)[C:21](=O)[C:20]=2[CH:19]=1>C1COCC1>[CH3:14][C:13]1[CH:16]=[CH:23][C:24]([C:18]2[CH:31]=[CH:30][C:29]3[C:20](=[C:21]([C:31]4[CH:18]=[CH:19][C:20]5[C:29](=[CH:28][CH:27]=[CH:22][CH:21]=5)[CH:30]=4)[C:22]4[C:27]([C:28]=3[C:2]3[CH:11]=[CH:10][C:9]5[C:4](=[CH:5][CH:6]=[CH:7][CH:8]=5)[CH:3]=3)=[CH:26][CH:25]=[CH:24][CH:23]=4)[CH:19]=2)=[CH:25][CH:15]=1. Procedure details: Inv-A46, 2-(4-methylphenyl)-9,10-di-2-naphthalenylanthracene was prepared according to equation 1-equation 3. 2-Bromonaphthalene (9.2 g, 44.4 mmol) was dissolved in dry THF (118 ml) and cooled to −78° C. t-BuLi (1.7 M, 52.3 g, 89 mmol) was added in dropwise manner over 5 min, then the reaction was stirred at this temperature for another 5 min. Upon the addition of 2-chloroanthraquinone (4.3 g, 17.8 mmol), the reaction was removed from the acetone-dry ice bath and stirred at room temperature over... Starting materials: C(C=C)(=O)OC (methyl acrylate), S1C(=CC=C1)CS (2-thienylmethyl mercaptan). Product: S1C(=CC=C1)CSCCC(=O)OC (Methyl 3-[(2-thienylmethyl)thio]propanoate). Reaction SMILES: [C:1]([O:5][CH3:6])(=[O:4])[CH:2]=[CH2:3].[S:7]1[CH:11]=[CH:10][CH:9]=[C:8]1[CH2:12][SH:13]>>[S:7]1[CH:11]=[CH:10][CH:9]=[C:8]1[CH2:12][S:13][CH2:3][CH2:2][C:1]([O:5][CH3:6])=[O:4]. Procedure details: Methyl 3-[(2-thienylmethyl)thio]propanoate (55) was prepared in the manner described above in Example 52 using methyl acrylate and 2-thienylmethyl mercaptan. Reactants: BrC1=CC=C(C=C1)C(=O)N1CCN(CC1)C1=NC=C(C=C1C)C ((4-bromophenyl)[4-(3,5-dimethylpyridin-2-yl)piperazin-1-yl]methanone), C(C1=CC=CC=C1)(=O)N1C(NCC1(C)C)=O (1-benzoyl-5,5-dimethylimidazolidin-2-one). Yields the product C(C1=CC=CC=C1)(=O)N1C(N(CC1(C)C)C1=CC=C(C=C1)C(=O)N1CCN(CC1)C1=NC=C(C=C1C)C)=O (3-benzoyl-1-{4-[4-(3,5-dimethylpyridin-2-yl)piperazine-1-carbonyl]phenyl}-4,4-dimethylimidazolidin-2-one). Isolated yield 56.1%. Reaction SMILES: Br[C:2]1[CH:7]=[CH:6][C:5]([C:8]([N:10]2[CH2:15][CH2:14][N:13]([C:16]3[C:21]([CH3:22])=[CH:20][C:19]([CH3:23])=[CH:18][N:17]=3)[CH2:12][CH2:11]2)=[O:9])=[CH:4][CH:3]=1.[C:24]([N:32]1[C:36]([CH3:38])([CH3:37])[CH2:35][NH:34][C:33]1=[O:39])(=[O:31])[C:25]1[CH:30]=[CH:29][CH:28]=[CH:27][CH:26]=1>>[C:24]([N:32]1[C:36]([CH3:37])([CH3:38])[CH2:35][N:34]([C:2]2[CH:7]=[CH:6][C:5]([C:8]([N:10]3[CH2:15][CH2:14][N:13]([C:16]4[C:21]([CH3:22])=[CH:20][C:19]([CH3:23])=[CH:18][N:17]=4)[CH2:12][CH2:11]3)=[O:9])=[CH:4][CH:3]=2)[C:33]1=[O:39])(=[O:31])[C:25]1[CH:26]=[CH:27][CH:28]=[CH:29][CH:30]=1. Procedure: Using (4-bromophenyl)[4-(3,5-dimethylpyridin-2-yl)piperazin-1-yl]methanone (150 mg) described in Preparation Example 165 and 1-benzoyl-5,5-dimethylimidazolidin-2-one (105 mg) described in Preparation Example 58 and by the reaction and treatment in the same manner as in Example 1, the title compound (115 mg) was obtained. Reactants: C1(=NNCCCCCCCC1)C1=CCCCCCCCCC1 (diazabicycloundecene), N,N′-carbonyldiimidazole, C(C1=CC=CC=C1)(=O)O (benzoic acid), C(C)(C)(C)NS(=O)(=O)CCC(CC)O (N-t-butyl-3-hydroxy-1-pentanesulfonamide). The solvent is O1CCCC1 (tetrahydrofuran). Conditions: time 1 hour. Yields the product C(C)(C)(C)NS(=O)(=O)CCC(CC)OC(C1=CC=CC=C1)=O (N-t-butyl-3-benzoyloxy-1-pentanesulfonamide). The yield is 104.5%. As a reaction SMILES: [C:1]([OH:9])(=[O:8])[C:2]1[CH:7]=[CH:6][CH:5]=[CH:4][CH:3]=1.[C:10]([NH:14][S:15]([CH2:18][CH2:19][CH:20](O)[CH2:21][CH3:22])(=[O:17])=[O:16])([CH3:13])([CH3:12])[CH3:11].C1(C2CCCCCCCCCC=2)CCCCCCCCNN=1>O1CCCC1>[C:10]([NH:14][S:15]([CH2:18][CH2:19][CH:20]([O:8][C:1](=[O:9])[C:2]1[CH:7]=[CH:6][CH:5]=[CH:4][CH:3]=1)[CH2:21][CH3:22])(=[O:17])=[O:16])([CH3:13])([CH3:12])[CH3:11]. Procedure: Under nitrogen atmosphere, N,N′-carbonyldiimidazole (90.0 g) was added to a solution of benzoic acid (67.7 g) in tetrahydrofuran (400 ml) in an ice bath and the solution was stirred for 1 hour at room temperature. N-t-butyl-3-hydroxy-1-pentanesulfonamide (59.0 g) was added thereto at room temperature. Subsequently, diazabicycloundecene (84.5 g) was added thereto in an ice bath. The mixture was stirred overnight at room temperature. About ½ volume of tetrahydrofuran was removed under reduced pres... The reactants are C(#N)C1=CC=C(C=C1)N1N=CC=C1C=1C(=C(C=2N(C1)N=C(N2)NC(CN2CCN(CC2)C)=O)C2=CC(=CC=C2)C(F)(F)F)C (N-[6-[2-(4-cyano-phenyl)-2H-pyrazol-3-yl]-7-methyl-8-(3-trifluoromethyl-phenyl)-[1,2,4]triazolo[1,5-a]pyridin-2-yl]-2-(4-methyl-piperazin-1-yl)-acetamide), CI (MeI), Example 15. Product: [I-].C(#N)C1=CC=C(C=C1)N1N=CC=C1C=1C(=C(C=2N(C1)N=C(N2)NC(=O)CN2CC[N+](CC2)(C)C)C2=CC(=CC=C2)C(F)(F)F)C (4-{[6-[2-(4-Cyano-phenyl)-2H-pyrazol-3-yl]-7-methyl-8-(3-trifluoromethyl-phenyl)-[1,2,4]triazolo[1,5-a]pyridin-2-ylcarbamoyl]-methyl}-1,1-dimethyl-piperazin-1-ium iodide). RXN SMILES: [C:1]([C:3]1[CH:8]=[CH:7][C:6]([N:9]2[C:13]([C:14]3[C:15]([CH3:44])=[C:16]([C:34]4[CH:39]=[CH:38][CH:37]=[C:36]([C:40]([F:43])([F:42])[F:41])[CH:35]=4)[C:17]4[N:18]([N:20]=[C:21]([NH:23][C:24](=[O:33])[CH2:25][N:26]5[CH2:31][CH2:30][N:29]([CH3:32])[CH2:28][CH2:27]5)[N:22]=4)[CH:19]=3)=[CH:12][CH:11]=[N:10]2)=[CH:5][CH:4]=1)#[N:2].[CH3:45][I:46]>>[I-:46].[C:1]([C:3]1[CH:8]=[CH:7][C:6]([N:9]2[C:13]([C:14]3[C:15]([CH3:44])=[C:16]([C:34]4[CH:39]=[CH:38][CH:37]=[C:36]([C:40]([F:42])([F:43])[F:41])[CH:35]=4)[C:17]4[N:18]([N:20]=[C:21]([NH:23][C:24]([CH2:25][N:26]5[CH2:31][CH2:30][N+:29]([CH3:45])([CH3:32])[CH2:28][CH2:27]5)=[O:33])[N:22]=4)[CH:19]=3)=[CH:12][CH:11]=[N:10]2)=[CH:5][CH:4]=1)#[N:2] |f:2.3|. Procedure details: The title compound was prepared from N-[6-[2-(4-cyano-phenyl)-2H-pyrazol-3-yl]-7-methyl-8-(3-trifluoromethyl-phenyl)-[1,2,4]triazolo[1,5-a]pyridin-2-yl]-2-(4-methyl-piperazin-1-yl)-acetamide (Ex. 18, 130 mg, 0.22 mmol) and MeI (27 μL, 0.880 mmol.) using a similar method to that employed for Example 15 (105 mg). The reactants are CC(C)C#N, C[Si](C)(C)[N-][Si](C)(C)C, Cc1ccccc1, Cl, COc1c(F)ccc(C)c1F, [K+]. The product is COc1c(C(C)(C)C#N)ccc(C)c1F. Reaction SMILES: [C:22]([CH:23]([CH3:24])[CH3:25])#[N:26].[CH3:12][Si:13]([CH3:14])([CH3:15])[N-:16][Si:17]([CH3:18])([CH3:19])[CH3:20].[CH3:28][c:29]1[cH:30][cH:31][cH:32][cH:33][cH:34]1.[ClH:27].[F:1][c:2]1[c:3]([O:10][CH3:11])[c:4]([F:9])[cH:5][cH:6][c:7]1[CH3:8].[K+:21]>>[F:1][c:2]1[c:3]([O:10][CH3:11])[c:4]([C:23]([C:22]#[N:26])([CH3:24])[CH3:25])[cH:5][cH:6][c:7]1[CH3:8]. The reactants are COC(=O)c1scc(CN(C)S(=O)(=O)c2ccc(Cl)cc2)c1Cl, [Li+], C1COCCO1, [OH-], O. Product: CN(Cc1csc(C(=O)O)c1Cl)S(=O)(=O)c1ccc(Cl)cc1. RXN SMILES: [Cl:4][c:5]1[c:6]([C:23](=[O:24])[O:25][CH3:26])[s:7][cH:8][c:9]1[CH2:10][N:11]([CH3:12])[S:13](=[O:14])(=[O:15])[c:16]1[cH:17][cH:18][c:19]([Cl:22])[cH:20][cH:21]1.[Li+:1].[O:27]1[CH2:28][CH2:29][O:30][CH2:31][CH2:32]1.[OH-:2].[OH2:3]>>[Cl:4][c:5]1[c:6]([C:23](=[O:24])[OH:25])[s:7][cH:8][c:9]1[CH2:10][N:11]([CH3:12])[S:13](=[O:14])(=[O:15])[c:16]1[cH:17][cH:18][c:19]([Cl:22])[cH:20][cH:21]1. The reactants are OCC=CC1CCC(c2ccc(Br)cc2)CC1, CI, [H-], [Na+], C1CCOC1, O. Product: COCC=CC1CCC(c2ccc(Br)cc2)CC1. As a reaction SMILES: [Br:8][c:9]1[cH:10][cH:11][c:12]([CH:15]2[CH2:16][CH2:17][CH:18]([CH:21]=[CH:22][CH2:23][OH:24])[CH2:19][CH2:20]2)[cH:13][cH:14]1.[CH3:25][I:26].[H-:1].[Na+:2].[O:3]1[CH2:4][CH2:7][CH2:6][CH2:5]1.[OH2:27]>>[CH3:4][O:24][CH2:23][CH:22]=[CH:21][CH:18]1[CH2:17][CH2:16][CH:15]([c:12]2[cH:11][cH:10][c:9]([Br:8])[cH:14][cH:13]2)[CH2:20][CH2:19]1. Starting materials: CC(=O)Cl, Nc1sc2c(c1C(=O)c1ccccc1)CCCC2, O, c1ccncc1. RXN SMILES: [CH3:25][C:26]([Cl:27])=[O:28].[NH2:1][c:2]1[c:3]([C:11]([c:12]2[cH:13][cH:14][cH:15][cH:16][cH:17]2)=[O:18])[c:4]2[c:5]([s:6]1)[CH2:7][CH2:8][CH2:9][CH2:10]2.[OH2:29].[cH:19]1[cH:20][cH:21][n:22][cH:23][cH:24]1>>[NH:1]([c:2]1[c:3]([C:11]([c:12]2[cH:13][cH:14][cH:15][cH:16][cH:17]2)=[O:18])[c:4]2[c:5]([s:6]1)[CH2:7][CH2:8][CH2:9][CH2:10]2)[C:26]([CH3:25])=[O:28]. The product is CC(=O)Nc1sc2c(c1C(=O)c1ccccc1)CCCC2.